This data is from the Open Reaction Database (ORD), a public repository of structured organic reaction records. The task is: describe an organic reaction: reactants, conditions, products, and yield Reported procedure: By following the manipulative procedure outlined above in Example 24, 1.97 g of 1-methyl-4-[α-(2-fluoro-4-methylphenyl)-2-tolyl]-4-piperidinol, Example 4, is treated with 6.3 ml of propionyl chloride to produce 4-[α-(2-fluoro-4-methylphenyl)-2-tolyl]-4-propionyloxy-1-methylpiperidine hydrochloride which is recrystallized from an acetone-ether mixture affording a product having an mp of 183°-186° C. RXN SMILES: [CH3:1][N:2]1[CH2:7][CH2:6][C:5]([C:9]2[CH:14]=[CH:13][CH:12]=[CH:11][C:10]=2[CH2:15][C:16]2[CH:21]=[CH:20][C:19]([CH3:22])=[CH:18][C:17]=2[F:23])([OH:8])[CH2:4][CH2:3]1.[C:24]([Cl:28])(=[O:27])[CH2:25][CH3:26]>>[ClH:28].[F:23][C:17]1[CH:18]=[C:19]([CH3:22])[CH:20]=[CH:21][C:16]=1[CH2:15][C:10]1[CH:11]=[CH:12][CH:13]=[CH:14][C:9]=1[C:5]1([O:8][C:24](=[O:27])[CH2:25][CH3:26])[CH2:6][CH2:7][N:2]([CH3:1])[CH2:3][CH2:4]1 |f:2.3|. Product: Cl.FC1=C(C=CC(=C1)C)CC1=C(C=CC=C1)C1(CCN(CC1)C)OC(CC)=O (4-[α-(2-fluoro-4-methylphenyl)-2-tolyl]-4-propionyloxy-1-methylpiperidine hydrochloride). Reactants: CN1CCC(CC1)(O)C1=C(C=CC=C1)CC1=C(C=C(C=C1)C)F (1-methyl-4-[α-(2-fluoro-4-methylphenyl)-2-tolyl]-4-piperidinol), C(CC)(=O)Cl (propionyl chloride). Starting materials: COC1=CC=2CC[C@H]3[C@@H]4C=CC([C@@]4(CC)CC[C@@H]3C2C=C1)=O (3-methoxy-18-methyl-1,3,5(10),15-estratetraen-17-one), O.O.O.O.O.O.O.[Cl-].[Ce+3].[Cl-].[Cl-] (cerium(III)-chloride heptahydrate), [BH4-].[Na+] (sodium borohydride). Solvent: O1CCCC1 (tetrahydrofuran), CO (methanol), C(C)(=O)OCC (ethyl acetate), ice water. Run at time 1 hour. Yields the product COC1=CC=2CC[C@H]3[C@@H]4C=C[C@@H]([C@@]4(CC)CC[C@@H]3C2C=C1)O (3-methoxy-18-methyl-1,3,5(10),15-estratetraen-17β-ol). Isolated yield 95.1%. Reaction SMILES: [CH3:1][O:2][C:3]1[CH:21]=[CH:20][C:19]2[C@@H:18]3[C@H:8]([C@H:9]4[C@@:13]([CH2:16][CH2:17]3)([CH2:14][CH3:15])[C:12](=[O:22])[CH:11]=[CH:10]4)[CH2:7][CH2:6][C:5]=2[CH:4]=1.O.O.O.O.O.O.O.[Cl-].[Ce+3].[Cl-].[Cl-].[BH4-].[Na+]>O1CCCC1.CO.C(OCC)(=O)C>[CH3:1][O:2][C:3]1[CH:21]=[CH:20][C:19]2[C@@H:18]3[C@H:8]([C@H:9]4[C@@:13]([CH2:16][CH2:17]3)([CH2:14][CH3:15])[C@@H:12]([OH:22])[CH:11]=[CH:10]4)[CH2:7][CH2:6][C:5]=2[CH:4]=1 |f:1.2.3.4.5.6.7.8.9.10.11,12.13|. Reported procedure: 4.7 g of 3-methoxy-18-methyl-1,3,5(10),15-estratetraen-17-one in 30 ml of tetrahydrofuran and 45 ml of methanol are mixed with 6.8 g of cerium(III)-chloride heptahydrate. At 0° C., 1.0 g of sodium borohydride is added, in portions. After 1 hour, the reaction mixture is put in ice/water. The precipitated product is suctioned off, dissolved in ethyl acetate, washed with water and dried. 4.5 g of 3-methoxy-18-methyl-1,3,5(10),15-estratetraen-17β-ol is obtained as a foam. Reactants: BrC1=CC(=C(C(=O)O)C=C1)[N+](=O)[O-] (4-bromo-2-nitrobenzoic acid). Reagents/catalysts: S(=O)(=O)([O-])[O-].[Fe+2].[NH4+] (ammonium iron (II) sulfate). The solvent is [OH-].[NH4+] (ammonium hydroxide), O (water). Yields the product NC1=C(C(=O)O)C=CC(=C1)Br (2-amino-4-bromobenzoic acid). As a reaction SMILES: [Br:1][C:2]1[CH:10]=[CH:9][C:5]([C:6]([OH:8])=[O:7])=[C:4]([N+:11]([O-])=O)[CH:3]=1>[OH-].[NH4+].O.S([O-])([O-])(=O)=O.[Fe+2].[NH4+]>[NH2:11][C:4]1[CH:3]=[C:2]([Br:1])[CH:10]=[CH:9][C:5]=1[C:6]([OH:8])=[O:7] |f:1.2,4.5.6|. Procedure: A mixture of Example 125A (5.1 g, 20.7 mmol) in concentrated ammonium hydroxide (102 mL) was treated with a solution of ammonium iron (II) sulfate (49 g, 125.1 mmol) in water (102 mL) over 5 minutes, heated to reflux for 2 minutes, cooled to room temperature, filtered through diatomaceous earth (Celite®), acidified to pH 1 with concentrated HCl, and extracted with ethyl acetate. The organic layer was dried (Na2SO4), filtered, and concentrated to provide the desired product. MS (ESI(−)) m/e 214, ... Starting materials: ClC=1C=C(C=CC1)C1=NN2C(N=C(C(=C2CC(C)C)[C@@H](C(=O)OC)O)C)=C1 ((S)-methyl 2-(2-(3-chlorophenyl)-7-isobutyl-5-methylpyrazolo[1,5-a]pyrimidin-6-yl)-2-hydroxyacetate), C(C)(=O)OC(C)(C)C (tert-butyl acetate). The solvent is C(Cl)Cl (CH2Cl2), CCOCC (Et2O). Run at time 2 hour. The product is C(C)(C)(C)O[C@H](C(=O)OC)C=1C(=NC=2N(C1CC(C)C)N=C(C2)C2=CC(=CC=C2)Cl)C ((S)-methyl 2-(tert-butoxy)-2-(2-(3-chlorophenyl)-7-isobutyl-5-methylpyrazolo[1,5-a]pyrimidin-6-yl)acetate). Yield: 52.6%. RXN SMILES: [Cl:1][C:2]1[CH:3]=[C:4]([C:8]2[CH:27]=[C:11]3[N:12]=[C:13]([CH3:26])[C:14]([C@H:20]([OH:25])[C:21]([O:23][CH3:24])=[O:22])=[C:15]([CH2:16][CH:17]([CH3:19])[CH3:18])[N:10]3[N:9]=2)[CH:5]=[CH:6][CH:7]=1.C(O[C:32]([CH3:35])([CH3:34])[CH3:33])(=O)C>C(Cl)Cl.CCOCC>[C:32]([O:25][C@@H:20]([C:14]1[C:13]([CH3:26])=[N:12][C:11]2[N:10]([N:9]=[C:8]([C:4]3[CH:5]=[CH:6][CH:7]=[C:2]([Cl:1])[CH:3]=3)[CH:27]=2)[C:15]=1[CH2:16][CH:17]([CH3:19])[CH3:18])[C:21]([O:23][CH3:24])=[O:22])([CH3:35])([CH3:34])[CH3:33]. Procedure details: To a stirred solution of (S)-methyl 2-(2-(3-chlorophenyl)-7-isobutyl-5-methylpyrazolo[1,5-a]pyrimidin-6-yl)-2-hydroxyacetate (0.059 g, 0.152 mmol) and tert-butyl acetate (1 ml, 7.40 mmol) in CH2Cl2 (3 mL) was added 70% perchloric aci (0.039 ml, 0.456 mmol) at rt. After 2 h, the reaction was diluted with Et2O (50 mL), washed with sat. Na2CO3 (2×5 mL), dried (Na2SO4), filtered and concentrated to give yellow solid which was purified by prep-HPLC to afford (S)-methyl 2-(tert-butoxy)-2-(2-(3-chlorop... Starting materials: ClC1=C(C=C2CC(C(C2=C1)=O)(CCC(C)=O)CCF)OC (6-chloro-2-(2-fluoroethyl)-5-methoxy-2-(3-oxobutyl)indan-1-one), C(C)(=O)O (acetic acid), N1CCCC1 (pyrrolidine). The solvent is C1(=CC=CC=C1)C (toluene), CCOC(=O)C (EtOAc). Reaction conditions: temperature 95 celsius. Yields the product ClC=1C=C2C3=CC(CCC3(CC2=CC1OC)CCF)=O (6-chloro-9a-(2-fluoroethyl)-7-methoxy-1,2,9,9a-tetrahydro-3H-fluoren-3-one). As a reaction SMILES: [Cl:1][C:2]1[CH:10]=[C:9]2[C:5]([CH2:6][C:7]([CH2:17][CH2:18][F:19])([CH2:12][CH2:13][C:14](=[O:16])[CH3:15])[C:8]2=O)=[CH:4][C:3]=1[O:20][CH3:21].C(O)(=O)C.N1CCCC1>C1(C)C=CC=CC=1.CCOC(C)=O>[Cl:1][C:2]1[CH:10]=[C:9]2[C:5](=[CH:4][C:3]=1[O:20][CH3:21])[CH2:6][C:7]1([CH2:17][CH2:18][F:19])[C:8]2=[CH:15][C:14](=[O:16])[CH2:13][CH2:12]1. Procedure: To a solution of 6-chloro-2-(2-fluoroethyl)-5-methoxy-2-(3-oxobutyl)indan-1-one (32 g, 102 mmol) in toluene (1000 mL) were added acetic acid (7.0 mL, 120 mmol) and pyrrolidine (10 mL, 120 mmol) and the solution was heated at 95° C. for 2 hours. After cooling to room temperature, the reaction mixture was diluted with EtOAc (1000 mL), washed with water and saturated aqueous NaHCO3, and dried over MgSO4. Filtration through a pad of silica gel and removal of the solvent under vacuum gave 6-chloro-9a... Reactants: N(=NC(=O)OC(C)C)C(=O)OC(C)C (diisopropyl azodicarboxylate), COC1=C2CCCC(C2=CC=C1)O (5-methoxy-1,2,3,4-tetrahydro-naphthalen-1-ol), N1C=NC(=C1)C(=O)OC(C)C (isopropyl 4-imidazolecarboxylate), C1(=CC=CC=C1)P(C1=CC=CC=C1)C1=CC=CC=C1 (triphenylphosphine). Run in C1CCOC1 (THF), C(C)(=O)OCC (ethyl acetate). Product: C(C)(C)OC(=O)C=1N(C=NC1)C1CCCC2=C(C=CC=C12)OC (3-(5-methoxy-1,2,3,4-tetrahydro-naphthalen-1-yl)-3H-imidazole-4-carboxylic acid isopropyl ester). RXN SMILES: [CH3:1][O:2][C:3]1[CH:12]=[CH:11][CH:10]=[C:9]2[C:4]=1[CH2:5][CH2:6][CH2:7][CH:8]2O.[NH:14]1[CH:18]=[C:17]([C:19]([O:21][CH:22]([CH3:24])[CH3:23])=[O:20])[N:16]=[CH:15]1.C1(P(C2C=CC=CC=2)C2C=CC=CC=2)C=CC=CC=1.N(C(OC(C)C)=O)=NC(OC(C)C)=O>C1COCC1.C(OCC)(=O)C>[CH:22]([O:21][C:19]([C:17]1[N:16]([CH:8]2[C:9]3[C:4](=[C:3]([O:2][CH3:1])[CH:12]=[CH:11][CH:10]=3)[CH2:5][CH2:6][CH2:7]2)[CH:15]=[N:14][CH:18]=1)=[O:20])([CH3:24])[CH3:23]. Procedure details: To a suspension of 5-methoxy-1,2,3,4-tetrahydro-naphthalen-1-ol (0.150 g, 0.842 mmol) and isopropyl 4-imidazolecarboxylate (0.087 g, 0.564 mmol), which can be prepared as described in Example 1, in THF (5 mL) at 0° C. is added triphenylphosphine (0.221 g, 0.842 mmol) followed by diisopropyl azodicarboxylate (94%, 0.181 g, 0.842 mmol). After 1 hour the mixture is diluted with ethyl acetate and extracted twice with 1M aqueous HCl. The aqueous phase is basified to a pH of ca. 9 with 2M aqueous NaOH... Reactants: COCC(C)(C)C1=CC(=NO1)NC(=O)[C@H]1N(CCCC1)C(=O)N1CCS(CC1)(=O)=O ((S)-1-(1,1-Dioxo-1λ6-thiomorpholine-4-carbonyl)-piperidine-2-carboxylic acid [5-(2-methoxy-1,1-dimethyl-ethyl)-isoxazol-3-yl]-amide), [Cl-].[Al+3].[Cl-].[Cl-] (Aluminum chloride). The solvent is C(C)S (ethanethiol). Reaction conditions: temperature 0 celsius, time 2 hour. Product: OCC(C)(C)C1=CC(=NO1)NC(=O)[C@H]1N(CCCC1)C(=O)N1CCS(CC1)(=O)=O ((S)-1-(1,1-Dioxo-1λ6-thiomorpholine-4-carbonyl)-piperidine-2-carboxylic acid [5-(2-hydroxy-1,1-dimethyl-ethyl)-isoxazol-3-yl]-amide). Reaction SMILES: C[O:2][CH2:3][C:4]([C:7]1[O:11][N:10]=[C:9]([NH:12][C:13]([C@@H:15]2[CH2:20][CH2:19][CH2:18][CH2:17][N:16]2[C:21]([N:23]2[CH2:28][CH2:27][S:26](=[O:30])(=[O:29])[CH2:25][CH2:24]2)=[O:22])=[O:14])[CH:8]=1)([CH3:6])[CH3:5].[Cl-].[Al+3].[Cl-].[Cl-]>C(S)C>[OH:2][CH2:3][C:4]([C:7]1[O:11][N:10]=[C:9]([NH:12][C:13]([C@@H:15]2[CH2:20][CH2:19][CH2:18][CH2:17][N:16]2[C:21]([N:23]2[CH2:28][CH2:27][S:26](=[O:29])(=[O:30])[CH2:25][CH2:24]2)=[O:22])=[O:14])[CH:8]=1)([CH3:6])[CH3:5] |f:1.2.3.4|. Procedure: (S)-1-(1,1-Dioxo-1λ6-thiomorpholine-4-carbonyl)-piperidine-2-carboxylic acid [5-(2-methoxy-1,1-dimethyl-ethyl)-isoxazol-3-yl]-amide (110 mg; 0.249 mmol) is dissolved in ethanethiol (2 mL) and cooled to 0° C. Aluminum chloride (498 mg; 3.735 mmol) is added to the solution and the reaction mixture is stirred at room temperature for 2 hours. The mixture is quenched with water (10 mL) and 3 drops of concentrated HCl aqueous solution and extracted with ethyl acetate 3 times. The organics are combined...